From a dataset of the Open Reaction Database (ORD), a public repository of structured organic reaction records. describe an organic reaction: reactants, conditions, products, and yield The reactants are N1(N=CC=C1)C1=CC=C(N=N1)C(=O)O (6-(1H-pyrazol-1-yl)pyridazine-3-carboxylic acid), N[C@H](CN1N=C(C=C1)C1=CC(=C(C#N)C=C1)Cl)C ((S)-4-(1-(2-aminopropyl)-1H-pyrazol-3-yl)-2-chlorobenzonitrile). Yields the product ClC=1C=C(C=CC1C#N)C1=NN(C=C1)C[C@H](C)NC(=O)C=1N=NC(=CC1)N1N=CC=C1 ((S)—N-(1-(3-(3-chloro-4-cyanophenyl)-1H-pyrazol-1-yl)propan-2-yl)-6-(1H-pyrazol-1-yl)pyridazine-3-carboxamide). The yield is 26.0%. RXN SMILES: [N:1]1([C:6]2[N:11]=[N:10][C:9]([C:12]([OH:14])=O)=[CH:8][CH:7]=2)[CH:5]=[CH:4][CH:3]=[N:2]1.[NH2:15][C@@H:16]([CH3:32])[CH2:17][N:18]1[CH:22]=[CH:21][C:20]([C:23]2[CH:30]=[CH:29][C:26]([C:27]#[N:28])=[C:25]([Cl:31])[CH:24]=2)=[N:19]1>>[Cl:31][C:25]1[CH:24]=[C:23]([C:20]2[CH:21]=[CH:22][N:18]([CH2:17][C@@H:16]([NH:15][C:12]([C:9]3[N:10]=[N:11][C:6]([N:1]4[CH:5]=[CH:4][CH:3]=[N:2]4)=[CH:7][CH:8]=3)=[O:14])[CH3:32])[N:19]=2)[CH:30]=[CH:29][C:26]=1[C:27]#[N:28]. Reported procedure: 6-(1H-pyrazol-1-yl)pyridazine-3-carboxylic acid (100 mg, 0.53 mmol) was coupled with (S)-4-(1-(2-aminopropyl)-1H-pyrazol-3-yl)-2-chlorobenzonitrile as described in Example 34(d). Crude product was purified twice by CombiFlash (1st column: silica, eluent: 0-100% EtOAc in heptane; 2nd column: silica, eluent: 0-15% MeOH in DCM) to obtain 54 mg (26%) of the title compound. 1H-NMR (400 MHz; DMSO): δ 1.23 (d, 3H), 4.35-4.50 (m, 2H), 4.51-4.64 (m, 1H), 6.75 (dd, 1H), 6.94 (d, 1H), 7.87 (d, 1H), 7.92-7.... The reactants are [OH-].[Na+] (sodium hydroxide), CS(=O)(=O)O (methanesulfonic acid), O=P12OP3(=O)OP(=O)(O1)OP(=O)(O2)O3 (phosphorus pentoxide), CC1=NN(C(=C1)NC1=C(C(=O)O)C=CC=C1)C1=NC=CC=C1 (2-[[3-methyl-1-(2-pyridinyl)-1H-pyrazol-5-yl]amino]benzoic acid). Run in C(C)(=O)OCC (ethyl acetate), CO (methanol), O (water). Conditions: temperature 100 celsius, time 15 minute. Product: CC1=NN(C=2NC3=CC=CC=C3C(C21)=O)C2=NC=CC=C2 (3-Methyl-1-(2-pyridinyl)-1,9-dihydro-4H-pyrazolo[3,4-b]quinolin-4-one). Yield: 66.6%. Reaction SMILES: CS(O)(=O)=O.O=P12OP3(OP(OP(O3)(O1)=O)(=O)O2)=O.[CH3:20][C:21]1[CH:25]=[C:24]([NH:26][C:27]2[CH:35]=[CH:34][CH:33]=[CH:32][C:28]=2[C:29]([OH:31])=O)[N:23]([C:36]2[CH:41]=[CH:40][CH:39]=[CH:38][N:37]=2)[N:22]=1.[OH-].[Na+]>C(OCC)(=O)C.CO.O>[CH3:20][C:21]1[C:25]2[C:29](=[O:31])[C:28]3[C:27](=[CH:35][CH:34]=[CH:33][CH:32]=3)[NH:26][C:24]=2[N:23]([C:36]2[CH:41]=[CH:40][CH:39]=[CH:38][N:37]=2)[N:22]=1 |f:3.4|. Reported procedure: A mixture of methanesulfonic acid (120 mL, 0.84 mol) and phosphorus pentoxide (24.0 g, 0.17 mol) was heated at 100° C. The mixture was stirred thoroughly at the same temperature, with the gradual addition of powdery 2-[[3-methyl-1-(2-pyridinyl)-1H-pyrazol-5-yl]amino]benzoic acid (24.0 g, 82 mmol). The reaction mixture was heated and stirred at the same temperature further for 15 minutes. The mixture was allowed to cool to room temperature, and water was added thereto. The solution was made basic... Reactants: Br, COCCn1c(=N)sc2ccccc21, O=C(O)c1cc(F)ccc1F. Product: COCCn1c(=NC(=O)c2cc(F)ccc2F)sc2ccccc21. RXN SMILES: [BrH:1].[CH3:2][O:3][CH2:4][CH2:5][n:6]1[c:7](=[NH:15])[s:8][c:9]2[c:10]1[cH:11][cH:12][cH:13][cH:14]2.[F:16][c:17]1[c:18]([C:19](=[O:20])[OH:21])[cH:22][c:23]([F:26])[cH:24][cH:25]1>>[CH3:2][O:3][CH2:4][CH2:5][n:6]1[c:7](=[N:15][C:19]([c:18]2[c:17]([F:16])[cH:25][cH:24][c:23]([F:26])[cH:22]2)=[O:20])[s:8][c:9]2[c:10]1[cH:11][cH:12][cH:13][cH:14]2. Reactants: O=C1NC(CCC1)=O (2,6-dioxopiperidine), COC1=C(C=CC=C1)N1CCN(CC1)CCCCl (1-[4-(2-methoxyphenyl)-piperazin-1-yl]-3-chloropropane), C([O-])([O-])=O.[K+].[K+] (potassium carbonate), C(Cl)(Cl)Cl (chloroform). Reagents/catalysts: [Br-].C(CCC)[N+](CCCC)(CCCC)CCCC (tetrabutylammonium bromide). Solvent: CC(=O)C (acetone). Run at temperature 80 celsius. Yields the product COC1=C(C=CC=C1)N1CCN(CC1)CCCN1C(CCCC1=O)=O (1-[4-(2-methoxyphenyl)piperazin-1-yl]-3-[2,6-dioxopiperidin-1-yl)propane). As a reaction SMILES: [O:1]=[C:2]1[CH2:7][CH2:6][CH2:5][C:4](=[O:8])[NH:3]1.[CH3:9][O:10][C:11]1[CH:16]=[CH:15][CH:14]=[CH:13][C:12]=1[N:17]1[CH2:22][CH2:21][N:20]([CH2:23][CH2:24][CH2:25]Cl)[CH2:19][CH2:18]1.C(=O)([O-])[O-].[K+].[K+].C(Cl)(Cl)Cl>[Br-].C([N+](CCCC)(CCCC)CCCC)CCC.CC(C)=O>[CH3:9][O:10][C:11]1[CH:16]=[CH:15][CH:14]=[CH:13][C:12]=1[N:17]1[CH2:18][CH2:19][N:20]([CH2:23][CH2:24][CH2:25][N:3]2[C:4](=[O:8])[CH2:5][CH2:6][CH2:7][C:2]2=[O:1])[CH2:21][CH2:22]1 |f:2.3.4,6.7|. Procedure: Scheme-I: A mixture of 2,6-dioxopiperidine (2.60 g, 23.02 mmol), 1-[4-(2-methoxyphenyl)-piperazin-1-yl]-3-chloropropane (6.18 g, 23.02 mmol), potassium carbonate (2.3 8 g, 17.27 mmol) and tetrabutylammonium bromide (1.48 g, 4.60 mmol) in acetone (80 ml) was refluxed for 16 hours at 80° C. with stirring. The solvent was evaporated off in vacuo and the residue suspended in water (60 ml), extracted with chloroform (3×40 mmol) and the organic layers combined, washed with water (2.40 ml ), dried over... The reactants are OC1=CC=C(C=C1)CC(C)NCCC(C1=CC=CC=C1)C1=CC=CC=C1 (1-(4-hydroxyphenyl)-2-(3,3-diphenylpropylamino)-propane), CS(=O)C (dimethylsulfoxide), [OH-].[Na+] (sodium hydroxide), C(C)(C)(C)C1=CC=C(CCl)C=C1 (4-t-butylbenzyl chloride), O (water). Reaction conditions: time 1 hour. The product is C(\C=C/C(=O)O)(=O)O.C(C)(C)(C)C1=CC=C(COC2=CC=C(C=C2)CC(C)NCCC(C2=CC=CC=C2)C2=CC=CC=C2)C=C1 (1-[4-(4-t-butylbenzyloxy)-phenyl]-2-(3,3-diphenylpropylamino)-propane maleate). As a reaction SMILES: [OH:1][C:2]1[CH:7]=[CH:6][C:5]([CH2:8][CH:9]([NH:11][CH2:12][CH2:13][CH:14]([C:21]2[CH:26]=[CH:25][CH:24]=[CH:23][CH:22]=2)[C:15]2[CH:20]=[CH:19][CH:18]=[CH:17][CH:16]=2)[CH3:10])=[CH:4][CH:3]=1.CS(C)=[O:29].[OH-:31].[Na+].[C:33]([C:37]1[CH:44]=[CH:43][C:40]([CH2:41]Cl)=[CH:39][CH:38]=1)([CH3:36])([CH3:35])[CH3:34].[OH2:45]>>[C:2]([OH:1])(=[O:29])/[CH:7]=[CH:6]\[C:5]([OH:45])=[O:31].[C:33]([C:37]1[CH:38]=[CH:39][C:40]([CH2:41][O:1][C:2]2[CH:3]=[CH:4][C:5]([CH2:8][CH:9]([NH:11][CH2:12][CH2:13][CH:14]([C:21]3[CH:22]=[CH:23][CH:24]=[CH:25][CH:26]=3)[C:15]3[CH:16]=[CH:17][CH:18]=[CH:19][CH:20]=3)[CH3:10])=[CH:6][CH:7]=2)=[CH:43][CH:44]=1)([CH3:36])([CH3:34])[CH3:35] |f:2.3,6.7|. Reported procedure: The mixture of 18.3 g of 1-(4-hydroxyphenyl)-2-(3,3-diphenylpropylamino)-propane, 100 ml of dimethylsulfoxide and 5.29 ml of 10 N-aqueous sodium hydroxide is stirred at room temperature for one hour, combined with 9.66 g of 4-t-butylbenzyl chloride and stirred 18 hours longer. It is poured into 1,000 ml of water, extracted twice with 500 ml of methylene chloride, the extract dried and evaporated at about 60°. The residue is taken up in isopropanol, the solution acidified with 5% isopropanolic ma... Reactants: C(=O)C1CCN(CC1)C(=O)OC(C)(C)C (tert-Butyl 4-formyl-1-piperidinecarboxylate), CCOC(=O)/C(=C\C)/P(=O)(OCC)OCC (triethyl trans-4-phosphono-2-butenoate), O[Li].O (LiOH—H2O), 4A. The solvent is C1CCOC1 (THF), C(CC(O)(C(=O)O)CC(=O)O)(=O)O (citric acid). Product: C(C)OC(/C=C/C=C/C1CCN(CC1)C(=O)OC(C)(C)C)=O (tert-Butyl 4-[(1E,3E)-5-ethoxy-5-oxo-1,3-pentadienyl]-1-piperidine-carboxylate). Yield: 95.3%. Reaction SMILES: [CH:1]([CH:3]1[CH2:8][CH2:7][N:6]([C:9]([O:11][C:12]([CH3:15])([CH3:14])[CH3:13])=[O:10])[CH2:5][CH2:4]1)=O.[CH3:16][CH2:17][O:18][C:19](/[C:21](/P(OCC)(OCC)=O)=[CH:22]\[CH3:23])=[O:20].O[Li].O>C1COCC1.C(O)(=O)CC(CC(O)=O)(C(O)=O)O>[CH2:17]([O:18][C:19](=[O:20])/[CH:21]=[CH:22]/[CH:23]=[CH:1]/[CH:3]1[CH2:8][CH2:7][N:6]([C:9]([O:11][C:12]([CH3:15])([CH3:14])[CH3:13])=[O:10])[CH2:5][CH2:4]1)[CH3:16] |f:2.3|. Procedure details: A mixture of the above aldehyde (21) (2.10 g, 10 mmol), triethyl trans-4-phosphono-2-butenoate (3.0 g, 12 mmol), LiOH—H2O (510 mg, 12 mmol) and 4A molecular sieve (5 g) in THF (100 mL) was heated at reflux 1.5 hours. The molecular sieve was filtered through a short pad of Celite and washed with EtOAc (100 mL) and the filtrate concentrated to give sticky brown oil. The oily residue was diluted with 5% citric acid and extracted thrice with 100 mL of EtOAc. The combined extracts were washed with Na...